Dataset: the Open Reaction Database (ORD), a public repository of structured organic reaction records. Task: describe an organic reaction: reactants, conditions, products, and yield The reactants are C(C)NC(=O)NC1=CC=C(C=C1)C=1N=C(C2=C(N1)CNCC2)N2[C@H](COCC2)C ((S)-1-ethyl-3-(4-(4-(3-methylmorpholino)-5,6,7,8-tetrahydropyrido[3,4-d]pyrimidin-2-yl)phenyl)urea), ClC1=NC=NC=C1 (4-chloropyrimidine). Yields the product C(C)NC(=O)NC1=CC=C(C=C1)C=1N=C(C2=C(N1)CN(CC2)C2=NC=NC=C2)N2[C@H](COCC2)C ((S)-1-ethyl-3-(4-(4-(3-methylmorpholino)-7-(pyrimidin-4-yl)-5,6,7,8-tetrahydropyrido[3,4-d]pyrimidin-2-yl)phenyl)urea). As a reaction SMILES: [CH2:1]([NH:3][C:4]([NH:6][C:7]1[CH:12]=[CH:11][C:10]([C:13]2[N:14]=[C:15]([N:23]3[CH2:28][CH2:27][O:26][CH2:25][C@@H:24]3[CH3:29])[C:16]3[CH2:22][CH2:21][NH:20][CH2:19][C:17]=3[N:18]=2)=[CH:9][CH:8]=1)=[O:5])[CH3:2].Cl[C:31]1[CH:36]=[CH:35][N:34]=[CH:33][N:32]=1>>[CH2:1]([NH:3][C:4]([NH:6][C:7]1[CH:8]=[CH:9][C:10]([C:13]2[N:14]=[C:15]([N:23]3[CH2:28][CH2:27][O:26][CH2:25][C@@H:24]3[CH3:29])[C:16]3[CH2:22][CH2:21][N:20]([C:31]4[CH:36]=[CH:35][N:34]=[CH:33][N:32]=4)[CH2:19][C:17]=3[N:18]=2)=[CH:11][CH:12]=1)=[O:5])[CH3:2]. Procedure details: Compound (dw) was prepared according to the procedure described in Example 2 by reacting (S)-1-ethyl-3-(4-(4-(3-methylmorpholino)-5,6,7,8-tetrahydropyrido[3,4-d]pyrimidin-2-yl)phenyl)urea with 4-chloropyrimidine. LC-MS: m/z=+475 (M+H)−. Starting materials: CN(C)C=O, COC(=O)c1cc(Cl)cc(C(N)=O)c1, O=S(Cl)Cl. The product is COC(=O)c1cc(Cl)cc(C#N)c1. RXN SMILES: [CH3:19][N:20]([CH3:21])[CH:22]=[O:23].[NH2:1][C:2](=[O:3])[c:4]1[cH:5][c:6]([C:7](=[O:8])[O:9][CH3:10])[cH:11][c:12]([Cl:14])[cH:13]1.[S:15]([Cl:16])([Cl:17])=[O:18]>>[N:1]#[C:2][c:4]1[cH:5][c:6]([C:7](=[O:8])[O:9][CH3:10])[cH:11][c:12]([Cl:14])[cH:13]1. The reactants are FC(C(=O)N1C2CC(CC1CC2)=C2C1=CC=CC=C1OC=1C(=CC=CC21)OS(=O)(=O)C(F)(F)F)(F)F (trifluoromethanesulfonic acid 9-[8-(2,2,2-trifluoroacetyl)-8-aza-bicyclo[3.2.1]oct-3-ylidene]-9H-xanthen-4-yl ester), NC1=CC=CC=C1 (aniline), CC(C)([O-])C.[Na+] (sodium tert-butoxide). Reagents/catalysts: [Pd] (palladium), C=1C=CC(=CC1)/C=C/C(=O)/C=C/C2=CC=CC=C2.C=1C=CC(=CC1)/C=C/C(=O)/C=C/C2=CC=CC=C2.C=1C=CC(=CC1)/C=C/C(=O)/C=C/C2=CC=CC=C2.[Pd].[Pd] (Pd2(dba)3), C1=CC=C(C=C1)P([C-]2C=CC=C2)C3=CC=CC=C3.C1=CC=C(C=C1)P([C-]2C=CC=C2)C3=CC=CC=C3.[Fe+2] (DPPF). Run in C1(=CC=CC=C1)C (toluene). Reaction conditions: temperature 80 celsius. The product is FC(C(=O)N1C2CC(CC1CC2)=C2C1=CC=CC=C1OC=1C(=CC=CC21)NC2=CC=CC=C2)(F)F (2,2,2-Trifluoro-1-[3-(4-phenylamino-xanthen-9-ylidene)-8-aza-bicyclo[3.2.1]oct-8-yl]-ethanone). As a reaction SMILES: [F:1][C:2]([F:36])([F:35])[C:3]([N:5]1[CH:10]2[CH2:11][CH2:12][CH:6]1[CH2:7][C:8](=[C:13]1[C:26]3[CH:25]=[CH:24][CH:23]=[C:22](OS(C(F)(F)F)(=O)=O)[C:21]=3[O:20][C:19]3[C:14]1=[CH:15][CH:16]=[CH:17][CH:18]=3)[CH2:9]2)=[O:4].[NH2:37][C:38]1[CH:43]=[CH:42][CH:41]=[CH:40][CH:39]=1.CC(C)([O-])C.[Na+]>C1(C)C=CC=CC=1.[Pd].C1C=CC(/C=C/C(/C=C/C2C=CC=CC=2)=O)=CC=1.C1C=CC(/C=C/C(/C=C/C2C=CC=CC=2)=O)=CC=1.C1C=CC(/C=C/C(/C=C/C2C=CC=CC=2)=O)=CC=1.[Pd].[Pd].C1C=CC(P(C2C=CC=CC=2)[C-]2C=CC=C2)=CC=1.C1C=CC(P(C2C=CC=CC=2)[C-]2C=CC=C2)=CC=1.[Fe+2]>[F:35][C:2]([F:36])([F:1])[C:3]([N:5]1[CH:6]2[CH2:12][CH2:11][CH:10]1[CH2:9][C:8](=[C:13]1[C:26]3[CH:25]=[CH:24][CH:23]=[C:22]([NH:37][C:38]4[CH:43]=[CH:42][CH:41]=[CH:40][CH:39]=4)[C:21]=3[O:20][C:19]3[C:14]1=[CH:15][CH:16]=[CH:17][CH:18]=3)[CH2:7]2)=[O:4] |f:2.3,6.7.8.9.10,11.12.13|. Procedure details: A solution of trifluoromethanesulfonic acid 9-[8-(2,2,2-trifluoroacetyl)-8-aza-bicyclo[3.2.1]oct-3-ylidene]-9H-xanthen-4-yl ester in toluene (0.1 to 2 M solution) may be treated with a catalytic amount of a palladium catalyst such as Pd2(dba)3 (0.01 to 0.1 equiv), DPPF (0.1 to 0.3 equiv), aniline (2 to 5 equiv), sodium tert-butoxide (1.2 to 2 equiv) under an argon atmosphere. The mixture may be heated to 80° C. for a period of 1 to 10 hr. After filtration and removal of the solvent via evaporati... Starting materials: ClC1=C(CN2N=C(C3=CC=C(C=C23)CC(=O)O)C)C(=CC=C1)C (2-[1-(2-chloro-6-methylbenzyl)-3-methyl-1H-indazole-6-yl]acetic acid), [OH-].[K+] (potassium hydroxide). The solvent is C(C)O (ethanol). Yields the product ClC1=C(CN2N=C(C3=CC=C(C=C23)CC(=O)[O-])C)C(=CC=C1)C.[K+] (potassium 2-[1-(2-chloro-6-methylbenzyl)-3-methyl-1H-indazole-6-yl]acetate). As a reaction SMILES: [Cl:1][C:2]1[CH:22]=[CH:21][CH:20]=[C:19]([CH3:23])[C:3]=1[CH2:4][N:5]1[C:13]2[C:8](=[CH:9][CH:10]=[C:11]([CH2:14][C:15]([OH:17])=[O:16])[CH:12]=2)[C:7]([CH3:18])=[N:6]1.[OH-].[K+:25]>C(O)C>[Cl:1][C:2]1[CH:22]=[CH:21][CH:20]=[C:19]([CH3:23])[C:3]=1[CH2:4][N:5]1[C:13]2[C:8](=[CH:9][CH:10]=[C:11]([CH2:14][C:15]([O-:17])=[O:16])[CH:12]=2)[C:7]([CH3:18])=[N:6]1.[K+:25] |f:1.2,4.5|. Procedure: To a solution of the compound [102](33.1 mg) in ethanol (3.0 mL) was added an aqueous solution of 1N-potassium hydroxide (0.1 mL) at room temperature, and the solution was concentrated under reduced pressure to give the titled compound (35.5 mg) as a white solid. Product: COc1ccc(CC2(C)C(=O)N(C(=O)c3ccc(OC)cc3)c3ccccc32)cc1. RXN SMILES: [CH3:32][I:33].[CH3:3][O:4][c:5]1[cH:6][cH:7][c:8]([C:9](=[O:10])[N:11]2[C:12](=[O:29])[CH:13]([CH2:20][c:21]3[cH:22][cH:23][c:24]([O:27][CH3:28])[cH:25][cH:26]3)[c:14]3[cH:15][cH:16][cH:17][cH:18][c:19]32)[cH:30][cH:31]1.[Cl-:34].[H-:1].[NH4+:35].[Na+:2].[O:36]1[CH2:37][CH2:38][CH2:39][CH2:40]1.[OH2:41]>>[CH3:3][O:4][c:5]1[cH:6][cH:7][c:8]([C:9](=[O:10])[N:11]2[C:12](=[O:29])[C:13]([CH2:20][c:21]3[cH:22][cH:23][c:24]([O:27][CH3:28])[cH:25][cH:26]3)([CH3:32])[c:14]3[cH:15][cH:16][cH:17][cH:18][c:19]32)[cH:30][cH:31]1. Starting materials: CI, COc1ccc(CC2C(=O)N(C(=O)c3ccc(OC)cc3)c3ccccc32)cc1, [Cl-], [H-], [NH4+], [Na+], C1CCOC1, O. Reactants: BrC1=NC=C(C=C1[N+](=O)[O-])Cl (2-bromo-5-chloro-3-nitro-pyridine), C1(=CC=CC=C1)O (phenol), C(=O)([O-])[O-].[K+].[K+] (K2CO3). As a reaction SMILES: Br[C:2]1[C:7]([N+:8]([O-:10])=[O:9])=[CH:6][C:5]([Cl:11])=[CH:4][N:3]=1.[C:12]1([OH:18])[CH:17]=[CH:16][CH:15]=[CH:14][CH:13]=1.C([O-])([O-])=O.[K+].[K+]>CN(C=O)C>[Cl:11][C:5]1[CH:6]=[C:7]([N+:8]([O-:10])=[O:9])[C:2]([O:18][C:12]2[CH:17]=[CH:16][CH:15]=[CH:14][CH:13]=2)=[N:3][CH:4]=1 |f:2.3.4|. Procedure details: This compound was prepared according to the general procedure A described above using 2-bromo-5-chloro-3-nitro-pyridine (500 mg, 2.11 mmol), phenol (258 mg, 2.75 mmol), K2CO3 (437 mg, 3.16 mmol) and DMF (2 mL). MS m/z: 250.4 (M+H). Run in CN(C)C=O (DMF). Yields the product ClC=1C=C(C(=NC1)OC1=CC=CC=C1)[N+](=O)[O-] (5-Chloro-3-nitro-2-phenoxy-pyridine). Reactants: O=CCC1(N(CCC1)C(=O)OC(C)(C)C)C(=O)OC (1-tert-butyl 2-methyl 2-(2-oxoethyl)pyrrolidine-1,2-dicarboxylate), ClC1=C(N)C=CC=C1 (2-chloroaniline), C(C)(=O)O[BH-](OC(C)=O)OC(C)=O.[Na+] (Sodium triacetoxyborohydride). The solvent is CCOC(=O)C (EtOAc), C(Cl)Cl (DCM). Reaction conditions: time 20 minute. The product is ClC1=C(C=CC=C1)NCCC1(N(CCC1)C(=O)OC(C)(C)C)C(=O)OC (1-tert-Butyl 2-methyl 2-{2-[(2-chlorophenyl)amino]ethyl}pyrrolidine-1,2-dicarboxylate). Reaction SMILES: O=[CH:2][CH2:3][C:4]1([C:16]([O:18][CH3:19])=[O:17])[CH2:8][CH2:7][CH2:6][N:5]1[C:9]([O:11][C:12]([CH3:15])([CH3:14])[CH3:13])=[O:10].[Cl:20][C:21]1[CH:27]=[CH:26][CH:25]=[CH:24][C:22]=1[NH2:23].C(O[BH-](OC(=O)C)OC(=O)C)(=O)C.[Na+]>C(Cl)Cl.CCOC(C)=O>[Cl:20][C:21]1[CH:27]=[CH:26][CH:25]=[CH:24][C:22]=1[NH:23][CH2:2][CH2:3][C:4]1([C:16]([O:18][CH3:19])=[O:17])[CH2:8][CH2:7][CH2:6][N:5]1[C:9]([O:11][C:12]([CH3:15])([CH3:14])[CH3:13])=[O:10] |f:2.3|. Reported procedure: A solution of 1-tert-butyl 2-methyl 2-(2-oxoethyl)pyrrolidine-1,2-dicarboxylate (220 mg, 0.00081 mol) in DCM (anhydrous, 4 mL) was added to 2-chloroaniline (110 μL, 0.0010 mol) and the resulting solution was stirred for 20 min. Sodium triacetoxyborohydride (290 mg, 0.0014 mol) was then added to the mixture. After stirring at RT for 12 h, the reaction mixture was diluted with EtOAc and quenched by the addition of water. The crude mixture was filtered through a pad of diatomaceous earth and the fi...